Dataset: the Open Reaction Database (ORD), a public repository of structured organic reaction records. Task: describe an organic reaction: reactants, conditions, products, and yield Reactants: Cl, Cl, [Na+], [OH-], CCOC(=O)C=Cc1c(CO)cnc(C)c1O. Product: Cc1ncc(CO)c(C=CC(=O)O)c1O. Reaction SMILES: [ClH:19].[ClH:1].[Na+:21].[OH-:20].[OH:2][c:3]1[c:4]([CH3:18])[n:5][cH:6][c:7]([CH2:16][OH:17])[c:8]1[CH:9]=[CH:10][C:11](=[O:12])[O:13][CH2:14][CH3:15]>>[OH:2][c:3]1[c:4]([CH3:18])[n:5][cH:6][c:7]([CH2:16][OH:17])[c:8]1[CH:9]=[CH:10][C:11](=[O:12])[OH:13]. Reactants: E1, ClC=1C=C2N(C(N1)=O)CCN2C(=O)OC(C)(C)C (tert-butyl 7-chloro-5-oxo-2,3-dihydroimidazo[1,2-c]pyrimidine-1(5H)-carboxylate), [H-].[Na+] (NaH), FC=1C=C(C=CC1OC1=CC(=NC=C1)C(F)(F)F)CO ((3-fluoro-4-((2-(trifluoromethyl)pyridin-4-yl)oxy)phenyl)methanol). The product is FC=1C=C(COC=2C=C3N(C(N2)=O)CCN3C(=O)OC(C)(C)C)C=CC1OC1=CC(=NC=C1)C(F)(F)F (tert-butyl 7-((3-fluoro-4-((2-(trifluoromethyl)pyridin-4-yl)oxy)benzyl)oxy)-5-oxo-2,3 dihydroimidazo[1,2-c]pyrimidine-1(5H)-carboxylate). As a reaction SMILES: [H-].[Na+].[F:3][C:4]1[CH:5]=[C:6]([CH2:21][OH:22])[CH:7]=[CH:8][C:9]=1[O:10][C:11]1[CH:16]=[CH:15][N:14]=[C:13]([C:17]([F:20])([F:19])[F:18])[CH:12]=1.Cl[C:24]1[CH:25]=[C:26]2[N:33]([C:34]([O:36][C:37]([CH3:40])([CH3:39])[CH3:38])=[O:35])[CH2:32][CH2:31][N:27]2[C:28](=[O:30])[N:29]=1>>[F:3][C:4]1[CH:5]=[C:6]([CH:7]=[CH:8][C:9]=1[O:10][C:11]1[CH:16]=[CH:15][N:14]=[C:13]([C:17]([F:18])([F:19])[F:20])[CH:12]=1)[CH2:21][O:22][C:24]1[CH:25]=[C:26]2[N:33]([C:34]([O:36][C:37]([CH3:40])([CH3:39])[CH3:38])=[O:35])[CH2:32][CH2:31][N:27]2[C:28](=[O:30])[N:29]=1 |f:0.1|. Procedure details: The title compound was prepared by a procedure similar to that described for E1 starting from NaH, (3-fluoro-4-((2-(trifluoromethyl)pyridin-4-yl)oxy)phenyl)methanol and tert-butyl 7-chloro-5-oxo-2,3-dihydroimidazo[1,2-c]pyrimidine-1(5H)-carboxylate. Reactants: C(CCCCCCCCCCC)S(=O)C(C(=O)O)CC(=O)O (n-dodecylsulfinylsuccinic acid), C(CCCCCCCCCCC)C(C(=S)O)CC(=O)O (n-dodecylthiosuccinic acid), CC[O-].[Na+] (sodium ethylate). Run in C(C)O (ethanol), C(C)O (ethanol). The product is C(CCCCCCCCCCC)S(=O)C(C(=O)[O-])CC(=O)[O-].[Na+].[Na+] (disodium n-dodecylsulfinylsuccinate). Isolated yield 97.2%. RXN SMILES: [CH2:1]([S:13]([CH:15]([CH2:19][C:20]([OH:22])=[O:21])[C:16]([OH:18])=[O:17])=[O:14])[CH2:2][CH2:3][CH2:4][CH2:5][CH2:6][CH2:7][CH2:8][CH2:9][CH2:10][CH2:11][CH3:12].C(C(CC(O)=O)C(O)=S)CCCCCCCCCCC.CC[O-].[Na+:46]>C(O)C>[CH2:1]([S:13]([CH:15]([CH2:19][C:20]([O-:22])=[O:21])[C:16]([O-:18])=[O:17])=[O:14])[CH2:2][CH2:3][CH2:4][CH2:5][CH2:6][CH2:7][CH2:8][CH2:9][CH2:10][CH2:11][CH3:12].[Na+:46].[Na+:46] |f:2.3,5.6.7|. Reported procedure: Three grams of the sulfoxide of n-dodecylthiosuccinic acid prepared above is dissolved in ethanol and mixed with a solution of 1.4 g of sodium ethylate dissolved in 25 ml of ethanol. The precipitated product is then filtered and dried in vacuo to give 3.3 g of disodium n-dodecylsulfinylsuccinate.